Dataset: the Open Reaction Database (ORD), a public repository of structured organic reaction records. Task: describe an organic reaction: reactants, conditions, products, and yield Starting materials: ClC=1C=C(C(=C(C(=O)OC)C1)C)NCC(C)C (methyl 5-chloro-3-(isobutyl amino)-2-methylbenzoate), C([O-])([O-])=O.[Cs+].[Cs+] (cesium carbonate), CI (methyl iodide). Solvent: C(C)#N (acetonitrile). Reaction conditions: temperature 80 celsius. Product: ClC=1C=C(C(=C(C(=O)OC)C1)C)N(C)CC(C)C (methyl 5-chloro-3-(isobutyl(methyl)amino)-2-methylbenzoate). As a reaction SMILES: [Cl:1][C:2]1[CH:3]=[C:4]([NH:13][CH2:14][CH:15]([CH3:17])[CH3:16])[C:5]([CH3:12])=[C:6]([CH:11]=1)[C:7]([O:9][CH3:10])=[O:8].[C:18](=O)([O-])[O-].[Cs+].[Cs+].CI>C(#N)C>[Cl:1][C:2]1[CH:3]=[C:4]([N:13]([CH2:14][CH:15]([CH3:17])[CH3:16])[CH3:18])[C:5]([CH3:12])=[C:6]([CH:11]=1)[C:7]([O:9][CH3:10])=[O:8] |f:1.2.3|. Procedure: To a stirred solution of methyl 5-chloro-3-(isobutyl amino)-2-methylbenzoate (1.0 g, 3.9 mmol) in dry acetonitrile (10 mL), cesium carbonate (2.55 g, 7.8 mmol) and methyl iodide (5.55 g, 39 mmol) were added. The mixture was heated at 80° C. for 12 h. On completion, the mixture was cooled to room temperature and filtered. The residue was washed with ethyl acetate and the filtrate was concentrated to the title compound (1.0 g, 95%).